The task is: describe an organic reaction: reactants, conditions, products, and yield. This data is from the Open Reaction Database (ORD), a public repository of structured organic reaction records. Starting materials: CC(=O)C1=CC=C(C=C1)F (4-fluoroacetophenone), [OH-].[Na+] (sodium hydroxide), N1=CC=C(C=C1)C=O (pyridine-4-carbaldehyde), [OH-].C[N+](C)(C)C (tetramethylammonium hydroxide). Solvent: CO (methanol). The product is FC1=CC=C(C=C1)C(C=CC1=CC=NC=C1)=O (1-(4-fluorophenyl) 3-(4-pyridyl) 2-propene-1-one). As a reaction SMILES: [CH3:1][C:2]([C:4]1[CH:9]=[CH:8][C:7]([F:10])=[CH:6][CH:5]=1)=[O:3].[N:11]1[CH:16]=[CH:15][C:14]([CH:17]=O)=[CH:13][CH:12]=1.[OH-].C[N+](C)(C)C.[OH-].[Na+]>CO>[F:10][C:7]1[CH:8]=[CH:9][C:4]([C:2](=[O:3])[CH:1]=[CH:17][C:14]2[CH:15]=[CH:16][N:11]=[CH:12][CH:13]=2)=[CH:5][CH:6]=1 |f:2.3,4.5|. Reported procedure: The procedure is as in Example 11 starting from 2.9 g of 4-fluoroacetophenone and 3 g of pyridine-4-carbaldehyde, but using a solution of tetramethylammonium hydroxide in methanol instead of the aqueous solution of sodium hydroxide. 1-(4-fluorophenyl) 3-(4-pyridyl) 2-propene-1-one which melts at 157° C. is obtained.